This data is from the Open Reaction Database (ORD), a public repository of structured organic reaction records. The task is: describe an organic reaction: reactants, conditions, products, and yield The reactants are CC1(C)OC(=O)c2c(cccc2-c2cccc(C(=O)O)c2)O1, C[O-], CO, [Na+]. Product: O=C(O)c1cccc(-c2cccc(O)c2C(=O)O)c1. Reaction SMILES: [CH3:1][C:2]1([CH3:22])[O:3][C:4](=[O:21])[c:5]2[c:6]([cH:8][cH:9][cH:10][c:11]2-[c:12]2[cH:13][c:14]([C:15](=[O:16])[OH:17])[cH:18][cH:19][cH:20]2)[O:7]1.[CH3:23][O-:24].[CH3:26][OH:27].[Na+:25]>>[O:3]=[C:4]([c:5]1[c:6]([OH:7])[cH:8][cH:9][cH:10][c:11]1-[c:12]1[cH:13][c:14]([C:15](=[O:16])[OH:17])[cH:18][cH:19][cH:20]1)[OH:21].